This data is from the Open Reaction Database (ORD), a public repository of structured organic reaction records. The task is: describe an organic reaction: reactants, conditions, products, and yield Starting materials: COC(C1=CC=C(C=C1)C#C)=O (4-Ethynyl-benzoic acid methyl ester), C(C)OC(\C=C/I)=O ((Z)-ethyl-3-iodoacrylate). Yields the product COC(C1=CC=C(C=C1)C#CC=CC(=O)OCC)=O (4-(4-Ethoxycarbonyl-but-3-en-1-ynyl)-benzoic acid methyl ester). As a reaction SMILES: [CH3:1][O:2][C:3](=[O:12])[C:4]1[CH:9]=[CH:8][C:7]([C:10]#[CH:11])=[CH:6][CH:5]=1.[CH2:13]([O:15][C:16](=[O:20])/[CH:17]=[CH:18]\I)[CH3:14]>>[CH3:1][O:2][C:3](=[O:12])[C:4]1[CH:9]=[CH:8][C:7]([C:10]#[C:11][CH:18]=[CH:17][C:16]([O:15][CH2:13][CH3:14])=[O:20])=[CH:6][CH:5]=1. Procedure details: The general procedure was used to convert 4-Ethynyl-benzoic acid methyl ester and (Z)-ethyl-3-iodoacrylate to the title product. Purification by flash chromatography (30% ethyl acetate in hexane as the eluent) gave the analytically pure product as a light yellow solid (450 mg, 88% yield). 1H NMR (400 MHz, CDCl3) δ 8.01-7.99 (d, J=8.5, 2H), 7.59-7.57 (d, J=8.5, 2H), 6.37-6.34 (d, J=11.4, 1H), 6.20-6.17 (d, J=11.4, 1H), 4.29-4.23 (q, J=7.1, 2H), 3.91 (s, 3H), 1.34-1.30 (t, J=7.1, 3H). 13C NMR (100... The reactants are CC([C@@H](C(=O)N1CC2=CC(=CC=C2C[C@H]1C(=O)N[C@@H]1CCCC2=CC=CC=C12)C(=O)N[C@@H]1CN([C@@H](C1)C(N[C@@H]1CCCC2=CC=CC=C12)=O)C([C@H](C(C)(C)C)NC([C@H](C)NC)=O)=O)NC([C@H](C)NC)=O)(C)C ((S)-2-((S)-3,3-Dimethyl-2-((S)-2-(methylamino)propanamido)butanoyl)-N7-((3S,5S)-1-((S)-3,3-dimethyl-2-((S)-2-(methylamino)propanamido)butanoyl)-5-(((R)-1,2,3,4-tetrahydronaphthalen-1-yl)carbamoyl)pyrrolidin-3-yl)-N3—((R)-1,2,3,4-tetrahydronaphthalen-1-yl)-1,2,3,4-tetrahydroisoquinoline-3,7-dicarboxamide), [C@H]1(CCCC2=CC=CC=C12)NC(=O)[C@H]1N(CC2=CC(=CC=C2C1)[C@@H]1CN[C@@H](C1)C(N[C@@H]1CCCC2=CC=CC=C12)=O)C(=O)OC(C)(C)C ((S)-tert-butyl 3-(((R)-1,2,3,4-tetrahydronaphthalen-1-yl)carbamoyl)-7-((3R,5S)-5-(((R)-1,2,3,4-tetrahydronaphthalen-1-yl)carbamoyl)pyrrolidin-3-yl)-3,4-dihydroisoquinoline-2(1H)-carboxylate). Product: [C@H]1(CCCC2=CC=CC=C12)NC(=O)[C@H]1NCC2=CC(=CC=C2C1)[C@@H]1CN[C@@H](C1)C(N[C@@H]1CCCC2=CC=CC=C12)=O ((S)—N—((R)-1,2,3,4-Tetrahydronaphthalen-1-yl)-7-((3R,5S)-5-(((R)-1,2,3,4-tetrahydronaphthalen-1-yl)carbamoyl)pyrrolidin-3-yl)-1,2,3,4-tetrahydroisoquinoline-3-carboxamide). Yield: 99.6%. Reaction SMILES: CC(C)(C)[C@H](NC(=O)[C@@H](NC)C)C(N1[C@H](C(N[C@H]2C3C(=CC=CC=3)CCC2)=O)CC2C(=CC(C(N[C@H]3C[C@@H](C(=O)N[C@H]4C5C(=CC=CC=5)CCC4)N(C(=O)[C@@H](NC(=O)[C@@H](NC)C)C(C)(C)C)C3)=O)=CC=2)C1)=O.[C@H:73]1([NH:83][C:84]([C@@H:86]2[CH2:95][C:94]3[C:89](=[CH:90][C:91]([C@H:96]4[CH2:100][C@@H:99]([C:101](=[O:113])[NH:102][C@H:103]5[C:112]6[C:107](=[CH:108][CH:109]=[CH:110][CH:111]=6)[CH2:106][CH2:105][CH2:104]5)[NH:98][CH2:97]4)=[CH:92][CH:93]=3)[CH2:88][N:87]2C(OC(C)(C)C)=O)=[O:85])[C:82]2[C:77](=[CH:78][CH:79]=[CH:80][CH:81]=2)[CH2:76][CH2:75][CH2:74]1>>[C@H:73]1([NH:83][C:84]([C@@H:86]2[CH2:95][C:94]3[C:89](=[CH:90][C:91]([C@H:96]4[CH2:100][C@@H:99]([C:101](=[O:113])[NH:102][C@H:103]5[C:112]6[C:107](=[CH:108][CH:109]=[CH:110][CH:111]=6)[CH2:106][CH2:105][CH2:104]5)[NH:98][CH2:97]4)=[CH:92][CH:93]=3)[CH2:88][NH:87]2)=[O:85])[C:82]2[C:77](=[CH:78][CH:79]=[CH:80][CH:81]=2)[CH2:76][CH2:75][CH2:74]1. Reported procedure: Following a procedure analogous to that for the synthesis of Compound G of Example 1, (S)-tert-butyl 3-(((R)-1,2,3,4-tetrahydronaphthalen-1-yl)carbamoyl)-7-((3R,5S)-5-(((R)-1,2,3,4-tetrahydronaphthalen-1-yl)carbamoyl)pyrrolidin-3-yl)-3,4-dihydroisoquinoline-2(1H)-carboxylate (97 mg, 0.15 mmol) was converted to the title compound (82 mg, 100%). MS (ESI+) m/z 549.2 (M+H)+.